From a dataset of the Open Reaction Database (ORD), a public repository of structured organic reaction records. describe an organic reaction: reactants, conditions, products, and yield Reactants: NC12CC3CC(CC(C3)C1)C2, CCOCC, O=C(Cl)CCl, c1ccncc1. The product is O=C(CCl)NC12CC3CC(CC(C3)C1)C2. Reaction SMILES: [C:6]12([NH2:16])[CH2:7][CH:8]3[CH2:9][CH:10]([CH2:11][CH:12]([CH2:13]1)[CH2:14]3)[CH2:15]2.[CH3:23][CH2:24][O:25][CH2:26][CH3:27].[Cl:1][CH2:2][C:3](=[O:4])[Cl:5].[cH:17]1[cH:18][cH:19][n:20][cH:21][cH:22]1>>[Cl:1][CH2:2][C:3](=[O:4])[NH:16][C:6]12[CH2:7][CH:8]3[CH2:9][CH:10]([CH2:11][CH:12]([CH2:13]1)[CH2:14]3)[CH2:15]2. Starting materials: CN1CCNCC1 (4-methylpiperazine), ClCCCC1=NOC2=C1C=CC(=C2)F (3-(3-chloropropyl)-6-fluoro-1,2-benzisoxazole), C([O-])(O)=O.[Na+] (sodium bicarbonate), [I-].[K+] (potassium iodide). Run in CN(C=O)C (dimethylformamide). Run at temperature 100 celsius. Product: Cl.Cl.FC1=CC2=C(C(=NO2)CCCN2CCN(CC2)C)C=C1 (1-[3-(6-Fluoro-1,2-benzisoxazol-3-yl)propyl]-4-methylpiperazine dihydrochloride). The yield is 92.9%. Reaction SMILES: [CH3:1][N:2]1[CH2:7][CH2:6][NH:5][CH2:4][CH2:3]1.[Cl:8][CH2:9][CH2:10][CH2:11][C:12]1[C:16]2[CH:17]=[CH:18][C:19]([F:21])=[CH:20][C:15]=2[O:14][N:13]=1.C(=O)(O)[O-].[Na+].[I-].[K+]>CN(C)C=O>[ClH:8].[ClH:8].[F:21][C:19]1[CH:18]=[CH:17][C:16]2[C:12]([CH2:11][CH2:10][CH2:9][N:5]3[CH2:6][CH2:7][N:2]([CH3:1])[CH2:3][CH2:4]3)=[N:13][O:14][C:15]=2[CH:20]=1 |f:2.3,4.5,7.8.9|. Procedure: To 30 ml of dry dimethylformamide was added 2.0 g of 4-methylpiperazine, 4.2 g of 3-(3-chloropropyl)-6-fluoro-1,2-benzisoxazole, 8.0 g of sodium bicarbonate and a few crystals of potassium iodide. After stirring at 100° C. for one and one-half hrs, the mixture was filtered. The filtrate was evaporated to an oil. The oil was stirred with 100 ml water for five mins and extracted with ether. The ether solution was washed with water (2×), saturated sodium chloride solution, dried over anhydrous magn... Reactants: FC=1C=C(C=CC1F)C1=NC=C(C=N1)C1=CC=C(C=C1)[C@@H]1CC[C@H](CC1)CC (2-(3',4'-difluorophenyl)-5-[4'-(trans-4"-ethylcyclohexyl)phenyl] pyrimidine), FC=1C=C(C=CC1F)C1=NC=C(C=N1)C1=CC=C(C=C1)[C@@H]1CC[C@H](CC1)CCCCC (2-(3',4'-difluorophenyl)-5-[4'-(trans-4"-pentylcyclohexyl)phenyl] pyrimidine). The product is FC=1C=C(C=CC1F)C1=NC=C(C=N1)C1=CC=C(C=C1)[C@@H]1CC[C@H](CC1)C (2-(3',4'-difluorophenyl)-5-[4'-(trans-4"-methylcyclohexyl)phenyl] pyrimidine). Reaction SMILES: [F:1][C:2]1[CH:3]=[C:4]([C:9]2[N:14]=[CH:13][C:12]([C:15]3[CH:20]=[CH:19][C:18]([C@H:21]4[CH2:26][CH2:25][C@H:24]([CH2:27]C)[CH2:23][CH2:22]4)=[CH:17][CH:16]=3)=[CH:11][N:10]=2)[CH:5]=[CH:6][C:7]=1[F:8].FC1C=C(C2N=CC(C3C=CC([C@H]4CC[C@H](CCCCC)CC4)=CC=3)=CN=2)C=CC=1F>>[F:1][C:2]1[CH:3]=[C:4]([C:9]2[N:10]=[CH:11][C:12]([C:15]3[CH:20]=[CH:19][C:18]([C@H:21]4[CH2:26][CH2:25][C@H:24]([CH3:27])[CH2:23][CH2:22]4)=[CH:17][CH:16]=3)=[CH:13][N:14]=2)[CH:5]=[CH:6][C:7]=1[F:8]. Procedure details: 2-(3',4'-difluorophenyl)-5-[4'-(trans-4"-ethylcyclohexyl)phenyl] pyrimidine ##STR45## 2-(3',4'-difluorophenyl)-5-[4'-(trans-4"-butylcyclohexyl)phenyl] pyrimidine ##STR46## wherein S1 and S2 are the smectic phase. 2-(3',4'-difluorophenyl)-5-[4'-(trans-4"-pentylcyclohexyl)phenyl] pyrimidine ##STR47## 2-(3',4,-difluorophenyl)-5-[4'-(trans-4"-hexylcyclohexyl)phenyl] pyrimidine Reactants: N1=CC=CC=C1 (pyridine), C1(=CC=CC=C1)C(=O)C(O)C1=CC=CC=C1 (benzoin), C1(CCC(=O)O1)=O (succinic anhydride). The solvent is CN(C=O)C (dimethylformamide). Run at time 8 hour. The product is C(CCC(=O)O)(=O)O.C1(=CC=CC=C1)C(=O)C(O)C1=CC=CC=C1.C1(=CC=CC=C1)C(=O)C(O)C1=CC=CC=C1 (Benzoin Hemisuccinate). As a reaction SMILES: N1C=CC=CC=1.[C:7]1([C:13]([CH:15]([C:17]2[CH:22]=[CH:21][CH:20]=[CH:19][CH:18]=2)[OH:16])=[O:14])[CH:12]=[CH:11][CH:10]=[CH:9][CH:8]=1.[C:23]1(=[O:29])[O:28][C:26](=[O:27])[CH2:25][CH2:24]1>CN(C)C=O>[C:23]([OH:28])(=[O:29])[CH2:24][CH2:25][C:26]([OH:14])=[O:27].[C:7]1([C:13]([CH:15]([C:17]2[CH:22]=[CH:21][CH:20]=[CH:19][CH:18]=2)[OH:16])=[O:14])[CH:8]=[CH:9][CH:10]=[CH:11][CH:12]=1.[C:7]1([C:13]([CH:15]([C:17]2[CH:22]=[CH:21][CH:20]=[CH:19][CH:18]=2)[OH:16])=[O:14])[CH:8]=[CH:9][CH:10]=[CH:11][CH:12]=1 |f:4.5.6|. Procedure details: A clean dry reactor of 20 gallon capacity (91 liters) was charged with pyridine (7.0 kg.) followed by dimethylformamide (35.5 kg.). With agitation, benzoin (18.80 kg.) and succinic anhydride (16.0 kg.) were added. The reactor was flushed with nitrogen. Under a continuing atmosphere of nitrogen, the mixture was heated to 90°-95° C. and maintained within this temperature range for 2 hours. The reaction mixture was cooled to 35°-40° C. After twenty minutes, the reaction mixture was tranferred gradu... The reactants are CCOc1cc(F)c(CC)cc1[N+](=O)[O-], CS(=O)(=O)N1CCN(C2CCNCC2)CC1, CS(C)=O, [K+], [K+], O=C([O-])[O-], O. Product: CCOc1cc(N2CCC(N3CCN(S(C)(=O)=O)CC3)CC2)c(CC)cc1[N+](=O)[O-]. As a reaction SMILES: [CH2:1]([CH3:2])[c:3]1[c:4]([F:15])[cH:5][c:6]([O:12][CH2:13][CH3:14])[c:7]([N+:9](=[O:10])[O-:11])[cH:8]1.[CH3:16][S:17](=[O:18])(=[O:19])[N:20]1[CH2:21][CH2:22][N:23]([CH:26]2[CH2:27][CH2:28][NH:29][CH2:30][CH2:31]2)[CH2:24][CH2:25]1.[CH3:39][S:40]([CH3:41])=[O:42].[K+:32].[K+:33].[O-:34][C:35]([O-:36])=[O:37].[OH2:38]>>[CH2:1]([CH3:2])[c:3]1[c:4]([N:29]2[CH2:28][CH2:27][CH:26]([N:23]3[CH2:22][CH2:21][N:20]([S:17]([CH3:16])(=[O:18])=[O:19])[CH2:25][CH2:24]3)[CH2:31][CH2:30]2)[cH:5][c:6]([O:12][CH2:13][CH3:14])[c:7]([N+:9](=[O:10])[O-:11])[cH:8]1. The reactants are C1(=CC=CC=C1)C#C (phenylacetylene), C(#C)C1=CSC=C1 (3-ethynylthiophene), N(=[N+]=[N-])C=1SC(=C(N1)C)C(=O)NCC1=CC=CC=C1 (2-azido-N-benzyl-4-methylthiazole-5-carboxamide). The product is C(C1=CC=CC=C1)NC(=O)C1=C(N=C(S1)N1N=NC(=C1)C1=CSC=C1)C (N-benzyl-4-methyl-2-(4-(thiophen-3-yl)-1H-1,2,3-triazol-1-yl)thiazole-5-carboxamide). Yield: 66.0%. RXN SMILES: C1(C#C)C=CC=CC=1.[C:9]([C:11]1[CH:15]=[CH:14][S:13][CH:12]=1)#[CH:10].[N:16]([C:19]1[S:20][C:21]([C:25]([NH:27][CH2:28][C:29]2[CH:34]=[CH:33][CH:32]=[CH:31][CH:30]=2)=[O:26])=[C:22]([CH3:24])[N:23]=1)=[N+:17]=[N-:18]>>[CH2:28]([NH:27][C:25]([C:21]1[S:20][C:19]([N:16]2[CH:10]=[C:9]([C:11]3[CH:15]=[CH:14][S:13][CH:12]=3)[N:18]=[N:17]2)=[N:23][C:22]=1[CH3:24])=[O:26])[C:29]1[CH:30]=[CH:31][CH:32]=[CH:33][CH:34]=1. Procedure details: Following the procedure as described in Example 10, making variations as necessary to replace phenylacetylene with 3-ethynylthiophene to react with 2-azido-N-benzyl-4-methylthiazole-5-carboxamide, the title compound was obtained as a white solid in 66% yield: mp 123-126° C. (dichloromethane); 1H NMR (300 MHz, CDCl3) δ 8.49 (s, 1H), 7.82-7.81 (m, 1H), 7.51-7.32 (m, 7H), 6.11 (br s, 1H), 4.63 (d, J=6.0 Hz, 2H), 2.71 (s, 3H); 13C NMR (75 MHz, CDCl3) δ 160.9, 155.4, 153.3, 144.8, 137.4, 130.3, 128.9... The reactants are O (water), CO (methanol), CS(=O)(=O)C=1C=C(C=C(C1)C(F)(F)F)C1=NN(C=N1)\C=C/C(=O)OC(C)C ((Z)-isopropyl 3-(3-(3-(methylsulfonyl)-5-(trifluoromethyl)phenyl)-1H-1,2,4-triazol-1-yl)acrylate), [Li+].[OH-] (LiOH). The solvent is C1CCOC1 (THF), ClCCl (dichloromethane). Reaction conditions: time 2.5 hour. The product is CS(=O)(=O)C=1C=C(C=C(C1)C(F)(F)F)C1=NN(C=N1)\C=C/C(=O)O ((Z)-3-(3-(3-(methylsulfonyl)-5-(trifluoromethyl)phenyl)-1H-1,2,4-triazol-1-yl)acrylic acid). Isolated yield 86.1%. Reaction SMILES: [CH3:1][S:2]([C:5]1[CH:6]=[C:7]([C:15]2[N:19]=[CH:18][N:17](/[CH:20]=[CH:21]\[C:22]([O:24]C(C)C)=[O:23])[N:16]=2)[CH:8]=[C:9]([C:11]([F:14])([F:13])[F:12])[CH:10]=1)(=[O:4])=[O:3].O.[Li+].[OH-].CO>C1COCC1.ClCCl>[CH3:1][S:2]([C:5]1[CH:6]=[C:7]([C:15]2[N:19]=[CH:18][N:17](/[CH:20]=[CH:21]\[C:22]([OH:24])=[O:23])[N:16]=2)[CH:8]=[C:9]([C:11]([F:13])([F:12])[F:14])[CH:10]=1)(=[O:4])=[O:3] |f:2.3|. Reported procedure: In a 1-neck 25 mL round-bottomed flask, (Z)-isopropyl 3-(3-(3-(methylsulfonyl)-5-(trifluoromethyl)phenyl)-1H-1,2,4-triazol-1-yl)acrylate (0.350 g, 1.0 eq.), was dissolved in THF (3.5 mL, 5 vol.), added water (3.5 mL, 3.5 Vol) and added LiOH (0.053 g, 1.5 eq.). Reaction mixture was stirred at RT for 2-3 hrs. The progress of the reaction was followed by TLC analysis on silica gel with 10% methanol: dichloromethane as mobile phase and visualization with UV, SM Rf=0.35 and Product Rf=0.15. Reaction ... Reactants: ClC=1C=C(C=CC1Cl)SCCCCCOC=1C=C2CCC(NC2=CC1)=O (6-[5-(3,4-dichlorophenyl-mercapto)-pentoxy]-3,4-dihydro-carbostyril), OO (hydrogen peroxide). The product is ClC=1C=C(C=CC1Cl)S(=O)CCCCCOC=1C=C2CCC(NC2=CC1)=O (6-[5-(3,4-Dichlorophenyl-sulfinyl)-pentoxy]-3,4-dihydro-carbostyril). As a reaction SMILES: [Cl:1][C:2]1[CH:3]=[C:4]([S:9][CH2:10][CH2:11][CH2:12][CH2:13][CH2:14][O:15][C:16]2[CH:17]=[C:18]3[C:23](=[CH:24][CH:25]=2)[NH:22][C:21](=[O:26])[CH2:20][CH2:19]3)[CH:5]=[CH:6][C:7]=1[Cl:8].[OH:27]O>>[Cl:1][C:2]1[CH:3]=[C:4]([S:9]([CH2:10][CH2:11][CH2:12][CH2:13][CH2:14][O:15][C:16]2[CH:17]=[C:18]3[C:23](=[CH:24][CH:25]=2)[NH:22][C:21](=[O:26])[CH2:20][CH2:19]3)=[O:27])[CH:5]=[CH:6][C:7]=1[Cl:8]. Reported procedure: Prepared analogous to Example 123 from 6-[5-(3,4-dichlorophenyl-mercapto)-pentoxy]-3,4-dihydro-carbostyril and hydrogen peroxide.